Dataset: the Open Reaction Database (ORD), a public repository of structured organic reaction records. Task: describe an organic reaction: reactants, conditions, products, and yield The reactants are C(C)OC(C(CC1CCCC1)C1=CC=C(C=C1)S(=O)(=O)N1CCN(CC1)C)=O (3-cyclopentyl-2-[4-(4-methyl-piperazine-1-sulfonyl)-phenyl]-propionic acid ethyl ester), O (water), [OH-].[Na+] (sodium hydroxide). Run in CO (methanol). Product: C1(CCCC1)CC(C(=O)O)C1=CC=C(C=C1)S(=O)(=O)N1CCN(CC1)C (3-cyclopentyl-2-[4-(4-methyl-piperazine-1-sulfonyl)-phenyl]-propionic acid). Reaction SMILES: C([O:3][C:4](=[O:28])[CH:5]([C:12]1[CH:17]=[CH:16][C:15]([S:18]([N:21]2[CH2:26][CH2:25][N:24]([CH3:27])[CH2:23][CH2:22]2)(=[O:20])=[O:19])=[CH:14][CH:13]=1)[CH2:6][CH:7]1[CH2:11][CH2:10][CH2:9][CH2:8]1)C.O.[OH-].[Na+]>CO>[CH:7]1([CH2:6][CH:5]([C:12]2[CH:13]=[CH:14][C:15]([S:18]([N:21]3[CH2:26][CH2:25][N:24]([CH3:27])[CH2:23][CH2:22]3)(=[O:19])=[O:20])=[CH:16][CH:17]=2)[C:4]([OH:28])=[O:3])[CH2:11][CH2:10][CH2:9][CH2:8]1 |f:2.3|. Reported procedure: A solution of the title D compound, 3-cyclopentyl-2-[4-(4-methyl-piperazine-1-sulfonyl)-phenyl]-propionic acid ethyl ester (14 g, 0.034 mol) in methanol:water (30 mL:10 mL) and sodium hydroxide (4.11 g, 0.10 mol) is stirred at 60° C. for 8 h in an oil bath. The methanol is then removed in vacuo at 45-50° C. The residue is diluted with water (25 mL) and extracted with ether (1×40 mL). The aqueous layer is acidified to pH 5 with 3 N aqueous hydrochloric acid solution. The precipitated solid is col... Starting materials: CC(NC(=O)C(C)(C)Oc1cc(C(F)(F)F)ccn1)C(Cc1ccc(O)cc1)c1cccc(C#N)c1, FCI. The product is CC(NC(=O)C(C)(C)Oc1cc(C(F)(F)F)ccn1)C(Cc1ccc(OCF)cc1)c1cccc(C#N)c1. Reaction SMILES: [C:1](#[N:2])[c:3]1[cH:4][c:5]([CH:9]([CH:10]([CH3:11])[NH:12][C:13]([C:14]([CH3:15])([CH3:16])[O:17][c:18]2[n:19][cH:20][cH:21][c:22]([C:24]([F:25])([F:26])[F:27])[cH:23]2)=[O:28])[CH2:29][c:30]2[cH:31][cH:32][c:33]([OH:36])[cH:34][cH:35]2)[cH:6][cH:7][cH:8]1.[F:37][CH2:38][I:39]>>[C:1](#[N:2])[c:3]1[cH:4][c:5]([CH:9]([CH:10]([CH3:11])[NH:12][C:13]([C:14]([CH3:15])([CH3:16])[O:17][c:18]2[n:19][cH:20][cH:21][c:22]([C:24]([F:25])([F:26])[F:27])[cH:23]2)=[O:28])[CH2:29][c:30]2[cH:31][cH:32][c:33]([O:36][CH2:38][F:37])[cH:34][cH:35]2)[cH:6][cH:7][cH:8]1. Reactants: CC(C)(C)OC(=O)N1CCC(Oc2ccn(-c3ccc(C#N)cc3F)c(=O)c2)CC1, O=C([O-])[O-], CCCc1cnc(Cl)nc1, [Cs+], [Cs+], CC(C)(C)OC(=O)N1CCC(Oc2ccn(-c3cccnc3)c(=O)c2)CC1. Product: CC(C)OC(=O)N1CCC(Oc2ccn(-c3ccc(C#N)cc3F)c(=O)c2)CC1. As a reaction SMILES: [C:1](#[N:2])[c:3]1[cH:4][c:5]([F:30])[c:6](-[n:9]2[c:10](=[O:29])[cH:11][c:12]([O:15][CH:16]3[CH2:17][CH2:18][N:19]([C:22](=[O:23])[O:24][C:25]([CH3:26])([CH3:27])[CH3:28])[CH2:20][CH2:21]3)[cH:13][cH:14]2)[cH:7][cH:8]1.[C:68](=[O:69])([O-:70])[O-:71].[Cl:58][c:59]1[n:60][cH:61][c:62]([CH2:63][CH2:64][CH3:65])[cH:66][n:67]1.[Cs+:72].[Cs+:73].[O:31]=[c:32]1[cH:33][c:34]([O:35][CH:36]2[CH2:37][CH2:38][N:39]([C:40]([O:41][C:42]([CH3:43])([CH3:44])[CH3:45])=[O:46])[CH2:47][CH2:48]2)[cH:49][cH:50][n:51]1-[c:52]1[cH:53][n:54][cH:55][cH:56][cH:57]1>>[C:1](#[N:2])[c:3]1[cH:4][c:5]([F:30])[c:6](-[n:9]2[c:10](=[O:29])[cH:11][c:12]([O:15][CH:16]3[CH2:17][CH2:18][N:19]([C:22](=[O:23])[O:24][CH:25]([CH3:26])[CH3:27])[CH2:20][CH2:21]3)[cH:13][cH:14]2)[cH:7][cH:8]1. Reactants: O=C1CCC(=O)N1Br, CC#N, N#Cc1nn(-c2c(Cl)cc(C(F)(F)F)cc2Cl)c(N)c1-c1cc(Br)no1. Yields the product N#Cc1nn(-c2c(Cl)cc(C(F)(F)F)cc2Cl)c(N)c1-c1onc(Br)c1Br. Reaction SMILES: [Br:27][N:28]1[C:29](=[O:30])[CH2:31][CH2:32][C:33]1=[O:34].[CH3:35][C:36]#[N:37].[NH2:1][c:2]1[c:3](-[c:21]2[cH:22][c:23]([Br:26])[n:24][o:25]2)[c:4]([C:19]#[N:20])[n:5][n:6]1-[c:7]1[c:8]([Cl:18])[cH:9][c:10]([C:14]([F:15])([F:16])[F:17])[cH:11][c:12]1[Cl:13]>>[NH2:1][c:2]1[c:3](-[c:21]2[c:22]([Br:27])[c:23]([Br:26])[n:24][o:25]2)[c:4]([C:19]#[N:20])[n:5][n:6]1-[c:7]1[c:8]([Cl:18])[cH:9][c:10]([C:14]([F:15])([F:16])[F:17])[cH:11][c:12]1[Cl:13]. RXN SMILES: Cl[Si:2]([CH3:13])([CH3:12])[C:3]1([CH3:11])[CH:7]=[C:6]([CH3:8])[C:5]([CH3:9])=[C:4]1[CH3:10].[CH2:14]([NH-:21])[C:15]1[CH:20]=[CH:19][CH:18]=[CH:17][CH:16]=1.[Li+]>CCOCC>[CH2:14]([NH:21][Si:2]([CH3:13])([CH3:12])[C:3]1([CH3:11])[CH:7]=[C:6]([CH3:8])[C:5]([CH3:9])=[C:4]1[CH3:10])[C:15]1[CH:20]=[CH:19][CH:18]=[CH:17][CH:16]=1 |f:1.2|. Starting materials: Cl[Si](C1(C(=C(C(=C1)C)C)C)C)(C)C ((chloro)(dimethyl)(tetramethylcyclopentadienyl)silane), C(C1=CC=CC=C1)[NH-].[Li+] (lithium benzylamide). Conditions: time 8 hour. Yields the product C(C1=CC=CC=C1)N[Si](C1(C(=C(C(=C1)C)C)C)C)(C)C ((Benzylamino)dimethyl(tetramethylcyclopentadienyl)silane). The solvent is CCOCC (ether). Procedure details: To a solution of 1.000 g (4.651 mmol) (chloro)(dimethyl)(tetramethylcyclopentadienyl)silane in 70 mL ether was slowly added 0.526 g (4.651 mmol) lithium benzylamide. The reaction mixture was stirred overnight, then the solvent was removed, the residue was extracted with pentane and filtered. The pentane was removed under reduced pressure to give the product as a pale yellow oil. The yield was 1.234 g (93.3%). Mass spec. m/e 285 (18%). 1H NMR (C6D6) δ 7.0-7.24 (m, 5H), 3.71 (d, 2H), 2.73 (br s, 1...